Task: describe an organic reaction: reactants, conditions, products, and yield. Dataset: the Open Reaction Database (ORD), a public repository of structured organic reaction records The reactants are C(C)N1N=C2C(=NC=3C=CC=CC3C2=C1CCC1=CC=CC=C1)N (2-Ethyl-1-(2-phenylethyl)-2H-pyrazolo[3,4-c]quinolin-4-amine), CC(C(=O)NC1=C(C=CC(=C1)OC)B(O)O)(C)C (2-[(2,2-dimethylpropanoyl)amino]-4-methoxyphenylboronic acid). Product: C(#N)C1=NN(C(=C1C1=C(C=C(C=C1)OC)NC(C(C)(C)C)=O)CCC1=CC=CC=C1)CC (N-{2-[3-cyano-1-ethyl-5-(2-phenylethyl)-1H-pyrazol-4-yl]-5-methoxyphenyl}-2,2-dimethylpropanamide). RXN SMILES: [CH2:1]([N:3]1[C:15]([CH2:16][CH2:17][C:18]2[CH:23]=[CH:22][CH:21]=[CH:20][CH:19]=2)=[C:14]2[C:5]([C:6](N)=[N:7]C3C=CC=CC=32)=[N:4]1)[CH3:2].[CH3:25][C:26]([CH3:42])([CH3:41])[C:27]([NH:29][C:30]1[CH:35]=[C:34]([O:36][CH3:37])[CH:33]=[CH:32][C:31]=1B(O)O)=[O:28]>>[C:6]([C:5]1[C:14]([C:31]2[CH:32]=[CH:33][C:34]([O:36][CH3:37])=[CH:35][C:30]=2[NH:29][C:27](=[O:28])[C:26]([CH3:42])([CH3:41])[CH3:25])=[C:15]([CH2:16][CH2:17][C:18]2[CH:23]=[CH:22][CH:21]=[CH:20][CH:19]=2)[N:3]([CH2:1][CH3:2])[N:4]=1)#[N:7]. Procedure: Using a modification on the method described in Part B of Example 573, 4-bromo-1-ethyl-5-(2-phenylethyl)-1H-pyrazole-3-carbonitrile (prepared as described in Part E of Example 41, 10.3 g, 33.9 mmol) was coupled with 2-[(2,2-dimethylpropanoyl)amino]-4-methoxyphenylboronic acid (prepared as described in Part A of Example 573, 15.3 g, 60.9 mmol). The reaction was worked up and purified as described in Part B of Example 573 to yield 1.7 g of N-{2-[3-cyano-1-ethyl-5-(2-phenylethyl)-1H-pyrazol-4-yl]-5... Starting materials: [N-]=[N+]=[N-], [Na+], O=c1c(Oc2ccc(-c3ccccc3)cc2)c(Cl)cnn1-c1ccc(Cl)cc1. The product is [N-]=[N+]=Nc1cnn(-c2ccc(Cl)cc2)c(=O)c1Oc1ccc(-c2ccccc2)cc1. RXN SMILES: [N-:30]=[N+:31]=[N-:32].[Na+:29].[c:1]1(-[c:23]2[cH:24][cH:25][cH:26][cH:27][cH:28]2)[cH:2][cH:3][c:4]([O:7][c:8]2[c:9](=[O:22])[n:10](-[c:15]3[cH:16][cH:17][c:18]([Cl:21])[cH:19][cH:20]3)[n:11][cH:12][c:13]2[Cl:14])[cH:5][cH:6]1>>[c:1]1(-[c:23]2[cH:24][cH:25][cH:26][cH:27][cH:28]2)[cH:2][cH:3][c:4]([O:7][c:8]2[c:9](=[O:22])[n:10](-[c:15]3[cH:16][cH:17][c:18]([Cl:21])[cH:19][cH:20]3)[n:11][cH:12][c:13]2[N:30]=[N+:31]=[N-:32])[cH:5][cH:6]1. Solvent: O (Water), ice methanol. Reported procedure: Phosphorous oxychloride 7.35 ml was added dropwise to dry dimethylformamide 15 ml under cooling in ice-methanol bath and the mixture was stirred for 15 min. Then, a solution of the 4-hydroxyindole 5.0 g in dry dimethylformamide 10 ml was added dropwise to the mixture under cooling in ice and the mixture was stirred for 2 h at room temperature. Water was added under cooling in ice to the mixture, which was made alkaline with a 30% aqueous sodium hydroxide solution and was stirred for 15 min. Then... Run at time 15 minute. The product is OC1=C2C(=CNC2=CC=C1)C=O (4-Hydroxyindole-3-carbaldehyde). RXN SMILES: P(Cl)(Cl)(Cl)=O.[OH:6][C:7]1[CH:15]=[CH:14][CH:13]=[C:12]2[C:8]=1[CH:9]=[CH:10][NH:11]2.[OH-].[Na+].Cl.CN(C)[CH:21]=[O:22]>O>[OH:6][C:7]1[CH:15]=[CH:14][CH:13]=[C:12]2[C:8]=1[C:9]([CH:21]=[O:22])=[CH:10][NH:11]2 |f:2.3|. Starting materials: OC1=C2C=CNC2=CC=C1 (4-hydroxyindole), CN(C=O)C (dimethylformamide), P(=O)(Cl)(Cl)Cl (Phosphorous oxychloride), CN(C=O)C (dimethylformamide), Cl (HCl), [OH-].[Na+] (sodium hydroxide). The yield is 82.0%. Starting materials: C1CCOC1, CCN(C(C)C)C(C)C, CCOC(=O)C(=O)Cl, Cc1cccc(C(N)=O)c1N. Yields the product CCOC(=O)C(=O)Nc1c(C)cccc1C(N)=O. RXN SMILES: [CH2:29]1[O:30][CH2:31][CH2:32][CH2:33]1.[CH:12]([N:13]([CH2:14][CH3:15])[CH:16]([CH3:17])[CH3:18])([CH3:19])[CH3:20].[Cl:21][C:22]([C:23](=[O:24])[O:25][CH2:26][CH3:27])=[O:28].[NH2:1][c:2]1[c:3]([C:4](=[O:5])[NH2:6])[cH:7][cH:8][cH:9][c:10]1[CH3:11]>>[NH:1]([c:2]1[c:3]([C:4](=[O:5])[NH2:6])[cH:7][cH:8][cH:9][c:10]1[CH3:11])[C:22]([C:23](=[O:24])[O:25][CH2:26][CH3:27])=[O:28]. Reactants: [Na] (Sodium), Cl (hydrochloric acid), CC1=CC=C(CN2C3CC(CC2CCC3)=NO)C=C1 (9-(4-Methylbenzyl)-9-aza-bicyclo-[3.3.1]-nonan-3-one oxime), [Na] (sodium). The solvent is C(CCCC)O (amyl alcohol), CCOCC (ether). Yields the product NC1CC2CCCC(C1)N2CC2=CC=C(C=C2)C (3-amino-9-(4-methylbenzyl)-9-azabicyclo[3.3.1]-nonane). The yield is 95.1%. Reaction SMILES: [CH3:1][C:2]1[CH:19]=[CH:18][C:5]([CH2:6][N:7]2[CH:12]3[CH2:13][CH2:14][CH2:15][CH:8]2[CH2:9][C:10](=[N:16]O)[CH2:11]3)=[CH:4][CH:3]=1.[Na].Cl>C(O)CCCC.CCOCC>[NH2:16][CH:10]1[CH2:9][CH:8]2[N:7]([CH2:6][C:5]3[CH:18]=[CH:19][C:2]([CH3:1])=[CH:3][CH:4]=3)[CH:12]([CH2:13][CH2:14][CH2:15]2)[CH2:11]1 |^1:19|. Procedure details: 9-(4-Methylbenzyl)-9-aza-bicyclo-[3.3.1]-nonan-3-one oxime (4 g) was dissolved in amyl alcohol (100 ml) and heated to reflux. Sodium (2 g) was added portionwise whilst the solution was stirred. After all the sodium had dissolved, the solution was cooled, diluted with ether and acidified with dilute hydrochloric acid. The acid extract was washed with ether and then basified with excess potassium carbonate. Extraction with ethyl acetate followed by evaporation of solvent afforded crude 3-amino-9-(...